This data is from the Open Reaction Database (ORD), a public repository of structured organic reaction records. The task is: describe an organic reaction: reactants, conditions, products, and yield Reactants: O=C(O)c1ccccc1Br, ClCCCl, CNCc1cc2ccccc2n1C, CN(C)C=O, O, On1nnc2ccccc21. Yields the product CN(Cc1cc2ccccc2n1C)C(=O)c1ccccc1Br. Reaction SMILES: [Br:5][c:6]1[c:7]([C:8](=[O:9])[OH:10])[cH:11][cH:12][cH:13][cH:14]1.[CH2:1]([Cl:2])[CH2:3][Cl:4].[CH3:15][n:16]1[c:17]([CH2:25][NH:26][CH3:27])[cH:18][c:19]2[cH:20][cH:21][cH:22][cH:23][c:24]12.[O:39]=[CH:40][N:41]([CH3:42])[CH3:43].[OH2:38].[OH:28][n:29]1[c:30]2[c:31]([cH:32][cH:33][cH:34][cH:35]2)[n:36][n:37]1>>[Br:5][c:6]1[c:7]([C:8](=[O:10])[N:26]([CH2:25][c:17]2[n:16]([CH3:15])[c:24]3[c:19]([cH:18]2)[cH:20][cH:21][cH:22][cH:23]3)[CH3:27])[cH:11][cH:12][cH:13][cH:14]1. Starting materials: Cc1ccccc1, CC(=Cc1ccccc1)CO. Product: CC(CO)Cc1ccccc1. RXN SMILES: [CH3:12][c:13]1[cH:14][cH:15][cH:16][cH:17][cH:18]1.[CH3:1][C:2]([CH2:3][OH:4])=[CH:5][c:6]1[cH:7][cH:8][cH:9][cH:10][cH:11]1>>[CH3:1][CH:2]([CH2:3][OH:4])[CH2:5][c:6]1[cH:7][cH:8][cH:9][cH:10][cH:11]1. The reactants are N#Cc1c(Cl)cccc1Oc1ccc(S(=O)(=O)Cl)cc1, COC(=O)Cc1nc(N)sc1C. Yields the product COC(=O)Cc1nc(NS(=O)(=O)c2ccc(Oc3cccc(Cl)c3C#N)cc2)sc1C. RXN SMILES: [Cl:13][c:14]1[c:15]([C:31]#[N:32])[c:16]([O:17][c:18]2[cH:19][cH:20][c:21]([S:24](=[O:25])(=[O:26])[Cl:27])[cH:22][cH:23]2)[cH:28][cH:29][cH:30]1.[NH2:1][c:2]1[s:3][c:4]([CH3:12])[c:5]([CH2:7][C:8](=[O:9])[O:10][CH3:11])[n:6]1>>[NH:1]([c:2]1[s:3][c:4]([CH3:12])[c:5]([CH2:7][C:8](=[O:9])[O:10][CH3:11])[n:6]1)[S:24]([c:21]1[cH:20][cH:19][c:18]([O:17][c:16]2[c:15]([C:31]#[N:32])[c:14]([Cl:13])[cH:30][cH:29][cH:28]2)[cH:23][cH:22]1)(=[O:25])=[O:26]. Reactants: C(C)(=O)C(C1=C(C=CC=C1)/C(/C(=O)OC)=C\C)OC1=C(C=CC(=C1)C)C (methyl 2-[2-(acetyl-2,5-dimethylphenoxymethyl)phenyl]E-but-2-enoate), O1CCOCC1 (dioxane). Yields the product C(=O)(O)C1=CC(=C(OCC2=C(C=CC=C2)/C(/C(=O)OC)=C\C)C=C1C)C (Methyl 2-[2-(4-carboxy-2,5-dimethylphenoxymethyl)phenyl]E-but-2-enoate). RXN SMILES: C(C(OC1C=C(C)C=CC=1C)C1[CH:10]=[CH:9][CH:8]=[CH:7][C:6]=1/[C:11](=[CH:16]\[CH3:17])/[C:12]([O:14][CH3:15])=[O:13])(=O)C.O1[CH2:32][CH2:31][O:30][CH2:29][CH2:28]1>>[C:12]([C:11]1[C:16]([CH3:17])=[CH:28][C:29]([O:30][CH2:31][C:32]2[CH:10]=[CH:9][CH:8]=[CH:7][C:6]=2/[C:11](=[CH:16]\[CH3:17])/[C:12]([O:14][CH3:15])=[O:13])=[C:7]([CH3:8])[CH:6]=1)([OH:14])=[O:13]. Procedure: In a similar manner to the process for precursor δ), 9.6 g of methyl 2-[2-(acetyl-2,5-dimethylphenoxymethyl)phenyl]E-but-2-enoate in 60 ml of dioxane were reacted to give the carboxylic acid. After concentrating on a rotary evaporator a yellow oil remained which in addition to 70% of the title compound contained a further 30% of the diacid formed by hydrolysis of the methyl butanoate.